From a dataset of the Open Reaction Database (ORD), a public repository of structured organic reaction records. describe an organic reaction: reactants, conditions, products, and yield Reaction SMILES: [C:22]([CH3:23])([CH3:24])([CH3:25])[O:26][C:27](=[O:28])[NH:29][CH:30]1[CH2:31][NH:32][CH2:33][C:34]12[CH2:35][CH2:36]2.[CH3:37][S:38](=[O:39])[CH3:40].[NH2:1][c:2]1[c:3]2[c:4](=[O:21])[c:5]([C:18](=[O:19])[OH:20])[cH:6][n:7]([CH:15]3[CH2:16][CH2:17]3)[c:8]2[c:9]([CH3:14])[c:10]([F:13])[c:11]1[F:12]>>[NH2:1][c:2]1[c:3]2[c:4](=[O:21])[c:5]([C:18](=[O:19])[OH:20])[cH:6][n:7]([CH:15]3[CH2:16][CH2:17]3)[c:8]2[c:9]([CH3:14])[c:10]([N:32]2[CH2:31][CH:30]([NH:29][C:27]([O:26][C:22]([CH3:23])([CH3:24])[CH3:25])=[O:28])[C:34]3([CH2:33]2)[CH2:35][CH2:36]3)[c:11]1[F:12]. Reactants: CC(C)(C)OC(=O)NC1CNCC12CC2, CS(C)=O, Cc1c(F)c(F)c(N)c2c(=O)c(C(=O)O)cn(C3CC3)c12. The product is Cc1c(N2CC(NC(=O)OC(C)(C)C)C3(CC3)C2)c(F)c(N)c2c(=O)c(C(=O)O)cn(C3CC3)c12. Starting materials: CC1=C(C(=CC(=C1)C)C)O (2,4,6-trimethylphenol), [H-].[Na+] (sodium hydride), oil, ClC1=[N+](C(=CC(=C1C)Cl)C)[O-] (2,4-dichloro-3,6-dimethyl-pyridine 1-oxide). The solvent is C1CCOC1 (THF). The product is ClC1=[N+](C(=CC(=C1)Cl)C)[O-] (2,4-Dichloro-6-methyl-pyridine 1 oxide). Yield: 147.7%. Reaction SMILES: CC1C=C(C)C=C(C)C=1O.[H-].[Na+].[Cl:13][C:14]1[C:19](C)=[C:18]([Cl:21])[CH:17]=[C:16]([CH3:22])[N+:15]=1[O-:23]>C1COCC1>[Cl:13][C:14]1[CH:19]=[C:18]([Cl:21])[CH:17]=[C:16]([CH3:22])[N+:15]=1[O-:23] |f:1.2|. Procedure details: To a solution of 2,4,6-trimethylphenol (415 mg, 3.05 mmol) in dry THF (20 ml) was treated with 60% sodium hydride in oil (122 mg, 3.05 mmol) at room temperature. After all H2 was evolved, 2,4-dichloro-3,6-dimethyl-pyridine 1-oxide (585.4 mg, 3.05 mmol) was added and the resulting mixture was heated at reflux for 2 hours. The mixture was quenched with saturated ammonium chloride and extracted with ethyl acetate. The organic layer was dried and concentrated to dryness to give solid. The solid was ... The reactants are Cc1ccccc1, Fc1ccc(CCBr)cc1F, c1ccc(P(c2ccccc2)c2ccccc2)cc1. Product: [Br-], Fc1ccc(CC[P+](c2ccccc2)(c2ccccc2)c2ccccc2)cc1F. RXN SMILES: [CH3:31][c:32]1[cH:33][cH:34][cH:35][cH:36][cH:37]1.[F:1][c:2]1[cH:3][c:4]([CH2:5][CH2:6][Br:7])[cH:8][cH:9][c:10]1[F:11].[c:12]1([P:18]([c:19]2[cH:20][cH:21][cH:22][cH:23][cH:24]2)[c:25]2[cH:26][cH:27][cH:28][cH:29][cH:30]2)[cH:13][cH:14][cH:15][cH:16][cH:17]1>>[Br-:7].[F:1][c:2]1[cH:3][c:4]([CH2:5][CH2:6][P+:18]([c:12]2[cH:13][cH:14][cH:15][cH:16][cH:17]2)([c:19]2[cH:20][cH:21][cH:22][cH:23][cH:24]2)[c:25]2[cH:26][cH:27][cH:28][cH:29][cH:30]2)[cH:8][cH:9][c:10]1[F:11]. Starting materials: C1(=CC=CC=C1)[Se]CCOC([C@@H](NC(C)=O)CC1=CC=CC=C1)=O (N-acetylphenylalanine 2-(phenylseleno)ethyl ester), OO (H2O2). The solvent is C(Cl)(Cl)Cl (CHCl3), C1CCOC1 (THF). Conditions: temperature 0 celsius, time 30 minute. The product is C(=C)OC([C@@H](NC(C)=O)CC1=CC=CC=C1)=O (N-acetylphenylalanine vinyl ester). RXN SMILES: C1([Se][CH2:8][CH2:9][O:10][C:11](=[O:24])[C@H:12]([CH2:17][C:18]2[CH:23]=[CH:22][CH:21]=[CH:20][CH:19]=2)[NH:13][C:14](=[O:16])[CH3:15])C=CC=CC=1.OO>C1COCC1.C(Cl)(Cl)Cl>[CH:9]([O:10][C:11](=[O:24])[C@H:12]([CH2:17][C:18]1[CH:23]=[CH:22][CH:21]=[CH:20][CH:19]=1)[NH:13][C:14](=[O:16])[CH3:15])=[CH2:8]. Procedure: To a solution of 2.6 g (6.66 mmol) of N-acetylphenylalanine 2-(phenylseleno)ethyl ester in 20 ml of THF, 8 ml of a 30% H2O2 solution were added dropwise within 10 minutes at 0° C., and the solution was stirred at 0° C. for another 30 minutes. After stirring the mixture for 12 hours at room temperature, it was diluted with 80 ml of CHCl3 and extracted with 3×50 ml of water. The organic phases were then dried over sodium sulfate, and the solvent was removed. The residue was taken up in 70 ml of ch... Starting materials: C(C)(=O)OCCN(C1=CC=C(NC=C(C(=O)OCC)C(=O)OCC)C=C1)CC (diethyl 2-({4-[[2-(acetyloxy)ethyl](ethyl)amino]-anilino}methylene)malonate), C1(=CC=CC=C1)OC1=CC=CC=C1 (diphenyl ether). Solvent: C(C)OCC (diethyl ether). The product is C(C)(=O)OCCN(C=1C=C2C(=C(C=NC2=CC1)C(=O)OCC)O)CC (ethyl 6-[[2-(acetyloxy)ethyl](ethyl)amino]-4-hydroxy-3-quinolinecarboxylate). Yield: 35.0%. RXN SMILES: [C:1]([O:4][CH2:5][CH2:6][N:7]([CH2:27][CH3:28])[C:8]1[CH:26]=[CH:25][C:11]([NH:12][CH:13]=[C:14]([C:20]([O:22][CH2:23][CH3:24])=[O:21])[C:15]([O:17]CC)=O)=[CH:10][CH:9]=1)(=[O:3])[CH3:2].C1(OC2C=CC=CC=2)C=CC=CC=1>C(OCC)C>[C:1]([O:4][CH2:5][CH2:6][N:7]([CH2:27][CH3:28])[C:8]1[CH:9]=[C:10]2[C:11](=[CH:25][CH:26]=1)[N:12]=[CH:13][C:14]([C:20]([O:22][CH2:23][CH3:24])=[O:21])=[C:15]2[OH:17])(=[O:3])[CH3:2]. Procedure: To a flask containing crude diethyl 2-({4-[[2-(acetyloxy)ethyl](ethyl)amino]-anilino}methylene)malonate (2.2 g) is added diphenyl ether (15 mL). The reaction mixture is heated from room temperature to 260° C. over 45 minutes under a flow of argon gas. After 1 hour at 260° C. the hot reaction is slowly and carefully added to stirred diethyl ether (150 mL). The resulting precipitate is filtered and washed repeatedly with heptane. The residue is adsorbed onto silica and chromatographed on silica el... Starting materials: C(C)(C)(C)OC(=O)[C@@H]1C[C@@H](N1CC1=CC=CC=C1)C(=O)OCC1=CC=CC=C1 (cis-N-benzylazetidine-2,4-dicarboxylic acid benzyl t-butyl ester), [H][H] (hydrogen). The reagents and catalysts are [Pd] (Pd/C). Run in CO (methanol). Yields the product C(C)(C)(C)OC(=O)[C@@H]1N[C@@H](C1)C(=O)O (cis-azetidine-2,4-dicarboxylic acid mono-t-butyl ester). Yield: 94.0%. RXN SMILES: [C:1]([O:5][C:6]([C@H:8]1[N:11](CC2C=CC=CC=2)[C@@H:10]([C:19]([O:21]CC2C=CC=CC=2)=[O:20])[CH2:9]1)=[O:7])([CH3:4])([CH3:3])[CH3:2].[H][H]>[Pd].CO>[C:1]([O:5][C:6]([C@H:8]1[CH2:9][C@@H:10]([C:19]([OH:21])=[O:20])[NH:11]1)=[O:7])([CH3:4])([CH3:2])[CH3:3]. Procedure details: 267 mg (0.7 mmol) of stereochemically pure transor cis-N-benzylazetidine-2,4-dicarboxylic acid benzyl t-butyl ester, 50mg of 10% Pd/C, and 20 ml of methanol are hydrogenated under 3 atm of hydrogen in a Parr shaker for 4 hours. The catalyst is filtered off and thoroughly washed, and the solution evaporated to dryness and dried in vacuo to afford as off-white solids the trans- or cis-azetidine-2,4-dicarboxylic acid mono-t-butyl ester. The reactants are ICl (Iodine monochloride), ClC1=C2C=CC(=NC2=C(C=C1)O)C (5-chloro-8-hydroxy-2-methylquinoline), ICl (iodine monochloride). Solvent: CO (MeOH). Reaction conditions: time 3 hour. Product: ClC1=C2C=CC(=NC2=C(C(=C1)I)O)C (5-Chloro-8-hydroxy-7-iodo-2-methylquinoline). Isolated yield 88.0%. As a reaction SMILES: [I:1]Cl.[Cl:3][C:4]1[CH:13]=[CH:12][C:11]([OH:14])=[C:10]2[C:5]=1[CH:6]=[CH:7][C:8]([CH3:15])=[N:9]2>CO>[Cl:3][C:4]1[CH:13]=[C:12]([I:1])[C:11]([OH:14])=[C:10]2[C:5]=1[CH:6]=[CH:7][C:8]([CH3:15])=[N:9]2. Reported procedure: Iodine monochloride (19.0 g) is added to a solution of 5-chloro-8-hydroxy-2-methylquinoline (21.5 g) in 250 mL of MeOH, and the resulting mixture is stirred for 3 h. Additional iodine monochloride (4.5 g) is then added, and the mixture is stirred for another 18 h. The reaction mixture is quenched with sat'd Na2SO3 (aq), then neutralized with sat'd NaHCO3 (aq). The solid precipitate is collected by filtration and dried under vacuum to give 31.22 g of the title compound as a pale green solid. Starting materials: [H-].[Al+3].[Li+].[H-].[H-].[H-] (Lithium aluminium hydride), CC1=C(N=C(O1)C1=CC=CC=C1)COC1=CC=C(C=N1)CN1N=C(C(=C1)C(=O)OCC)C1=CC=CC=C1 (ethyl 1-[6-(5-methyl-2-phenyl-4-oxazolylmethoxy)-3-pyridylmethyl]-3-phenyl-1H-pyrazole-4-carboxylate), O.O.O.O.O.O.O.O.O.O.S(=O)(=O)([O-])[O-].[Na+].[Na+] (Sodium sulfate-decahydrate). Solvent: O1CCCC1 (tetrahydrofuran). Conditions: time 2 hour. Product: CC1=C(N=C(O1)C1=CC=CC=C1)COC1=CC=C(C=N1)CN1N=C(C(=C1)CO)C1=CC=CC=C1 (1-(6-(5-methyl-2-phenyl-4-oxazolylmethoxy)-3-pyridylmethyl]-3-phenyl-1H-pyrazol-4-ylmethanol). Isolated yield 89.0%. Reaction SMILES: [H-].[Al+3].[Li+].[H-].[H-].[H-].[CH3:7][C:8]1[O:12][C:11]([C:13]2[CH:18]=[CH:17][CH:16]=[CH:15][CH:14]=2)=[N:10][C:9]=1[CH2:19][O:20][C:21]1[N:26]=[CH:25][C:24]([CH2:27][N:28]2[CH:32]=[C:31]([C:33](OCC)=[O:34])[C:30]([C:38]3[CH:43]=[CH:42][CH:41]=[CH:40][CH:39]=3)=[N:29]2)=[CH:23][CH:22]=1.O.O.O.O.O.O.O.O.O.O.S([O-])([O-])(=O)=O.[Na+].[Na+]>O1CCCC1>[CH3:7][C:8]1[O:12][C:11]([C:13]2[CH:14]=[CH:15][CH:16]=[CH:17][CH:18]=2)=[N:10][C:9]=1[CH2:19][O:20][C:21]1[N:26]=[CH:25][C:24]([CH2:27][N:28]2[CH:32]=[C:31]([CH2:33][OH:34])[C:30]([C:38]3[CH:43]=[CH:42][CH:41]=[CH:40][CH:39]=3)=[N:29]2)=[CH:23][CH:22]=1 |f:0.1.2.3.4.5,7.8.9.10.11.12.13.14.15.16.17.18.19|. Procedure: Lithium aluminium hydride (300 mg) was added gradually to a solution of ethyl 1-[6-(5-methyl-2-phenyl-4-oxazolylmethoxy)-3-pyridylmethyl]-3-phenyl-1H-pyrazole-4-carboxylate (1.56 g) in tetrahydrofuran (70 ml) at 0° C., which was stirred for 2 hours. Sodium sulfate-decahydrate (3.40 g) was added to the reaction mixture, and the precipitate was filtered. The filtrate was concentrated, and residue was subjected to silica gel column chromatography to obtain 1-(6-(5-methyl-2-phenyl-4-oxazolylmethoxy)... Solvent: CN(C=O)C (N,N-dimethylformamide). Starting materials: N,N′-carbonyldiimidazole, C(C)(=O)NC=1C=C(C(=O)O)C=CC1[N+](=O)[O-] (3-acetylamino-4-nitro-benzoic acid), C1(=CC=CC=C1)S(=O)(=O)N (benzenesulfonamide), C1(=NNCCCCCCCC1)C1=CCCCCCCCCC1 (diazabicycloundecene). Reaction conditions: time 1 hour. Reaction SMILES: C([NH:4][C:5]1[CH:6]=[C:7]([CH:11]=[CH:12][C:13]=1[N+:14]([O-:16])=[O:15])[C:8]([OH:10])=O)(=O)C.[C:17]1([S:23]([NH2:26])(=[O:25])=[O:24])[CH:22]=[CH:21][CH:20]=[CH:19][CH:18]=1.C1(C2CCCCCCCCCC=2)CCCCCCCCNN=1>CN(C)C=O>[C:17]1([S:23]([NH:26][C:8](=[O:10])[C:7]2[CH:11]=[CH:12][C:13]([N+:14]([O-:16])=[O:15])=[C:5]([NH2:4])[CH:6]=2)(=[O:25])=[O:24])[CH:22]=[CH:21][CH:20]=[CH:19][CH:18]=1. Procedure: N,N′-carbonyldiimidazole (28.9 g) is added to an N,N-dimethylformamide (300 ml) solution of 3-acetylamino-4-nitro-benzoic acid (20.0 g), and the solution is stirred for 1 hour at room temperature. Further, benzenesulfonamide (28.0 g) and diazabicycloundecene (27.16 g) are added to the solution and the solution is stirred for 4 days at 100° C. The solvent is removed through evaporation under reduced pressure. Chloroform and 10% sodium hydroxide aqueous solution are added to the residue, and the m... Yields the product C1(=CC=CC=C1)S(=O)(=O)NC(C1=CC(=C(C=C1)[N+](=O)[O-])N)=O (N-benzenesulfonyl-3-amino-4-nitrobenzamide). The yield is 50.2%.